From a dataset of the Open Reaction Database (ORD), a public repository of structured organic reaction records. describe an organic reaction: reactants, conditions, products, and yield Reactants: CN1CC(C1)N1C=C(C(C2=CC(=CC=C12)C=1C=NC(=CC1C=1SC=C(N1)C(F)(F)F)NC(=O)NCCC)=O)C(=O)OCC (Ethyl 1-(1-methylazetidin-3-yl)-4-oxo-6-(6-(3-propylureido)-4-(4-(trifluoromethyl)thiazol-2-yl)pyridin-3-yl)-1,4-dihydroquinoline-3-carboxylate), [OH-].[Li+] (lithium hydroxide). Run in O1CCCC1 (tetrahydrofuran). Conditions: time 1 hour. The product is CN(CCN1C=C(C(C2=CC(=CC=C12)C=1C=NC(=CC1C=1SC=C(N1)C(F)(F)F)NC(=O)NCCC)=O)C(=O)O)C (1-(2-(dimethylamino)ethyl)-4-oxo-6-(6-(3-propylureido)-4-(4-(trifluoromethyl)thiazol-2-yl)pyridin-3-yl)-1,4-dihydroquinoline-3-carboxylic acid). Isolated yield 74.3%. Reaction SMILES: [CH3:1][N:2]1[CH2:5][CH:4]([N:6]2[C:15]3[C:10](=[CH:11][C:12]([C:16]4[CH:17]=[N:18][C:19]([NH:31][C:32]([NH:34][CH2:35][CH2:36][CH3:37])=[O:33])=[CH:20][C:21]=4[C:22]4[S:23][CH:24]=[C:25]([C:27]([F:30])([F:29])[F:28])[N:26]=4)=[CH:13][CH:14]=3)[C:9](=[O:38])[C:8]([C:39]([O:41]CC)=[O:40])=[CH:7]2)[CH2:3]1.[OH-].[Li+]>O1CCCC1>[CH3:5][N:2]([CH3:1])[CH2:3][CH2:4][N:6]1[C:15]2[C:10](=[CH:11][C:12]([C:16]3[CH:17]=[N:18][C:19]([NH:31][C:32]([NH:34][CH2:35][CH2:36][CH3:37])=[O:33])=[CH:20][C:21]=3[C:22]3[S:23][CH:24]=[C:25]([C:27]([F:30])([F:28])[F:29])[N:26]=3)=[CH:13][CH:14]=2)[C:9](=[O:38])[C:8]([C:39]([OH:41])=[O:40])=[CH:7]1 |f:1.2|. Reported procedure: To a solution of ethyl 1-(2-(dimethylamino)ethyl)-4-oxo-6-(6-(3-propylureido)-4-(4-(trifluoromethyl)thiazol-2-yl)pyridin-3-yl)-1,4-dihydroquinoline-3-carboxylate (Example 150, 100 mg, 0.16 mmol) in tetrahydrofuran (2 mL) was added lithium hydroxide (1 M, 650 μL) and the mixture was stirred for 1 h at room temperature. The organics were removed under a stream of nitrogen and the precipitate that formed was isolated by filtration, washed with water (1 mL), and dried in a vacuum oven overnight at 4... The reactants are N1=C(C=CC2=CC=CC=C12)COC1=CC(=C(S1)C(=O)OC)S(NC(F)(F)F)(=O)=O (methyl 5-(2-quinolinylmethoxy)-3-(1,1,1-trifluoromethylsulphamoyl)-2-thiophenecarboxylate), [OH-].[Na+] (sodium hydroxide). Run in CO (methanol). Reaction conditions: temperature 0 celsius, time 7 hour. The product is N1=C(C=CC2=CC=CC=C12)COC1=CC(=C(S1)C(=O)O)S(NC(F)(F)F)(=O)=O (5-(2-quinolinylmethoxy)-3-(1,1,1-trifluoromethylsulphamoyl)-2-thiophenecarboxylic acid). Reaction SMILES: [N:1]1[C:10]2[C:5](=[CH:6][CH:7]=[CH:8][CH:9]=2)[CH:4]=[CH:3][C:2]=1[CH2:11][O:12][C:13]1[S:17][C:16]([C:18]([O:20]C)=[O:19])=[C:15]([S:22](=[O:29])(=[O:28])[NH:23][C:24]([F:27])([F:26])[F:25])[CH:14]=1.[OH-].[Na+]>CO>[N:1]1[C:10]2[C:5](=[CH:6][CH:7]=[CH:8][CH:9]=2)[CH:4]=[CH:3][C:2]=1[CH2:11][O:12][C:13]1[S:17][C:16]([C:18]([OH:20])=[O:19])=[C:15]([S:22](=[O:28])(=[O:29])[NH:23][C:24]([F:25])([F:27])[F:26])[CH:14]=1 |f:1.2|. Procedure: 38.0 g (0.085 mol) of methyl 5-(2-quinolinylmethoxy)-3-(1,1,1-trifluoromethylsulphamoyl)-2-thiophenecarboxylate are dissolved in 350 ml of methanol and about 100 ml of 2N sodium hydroxide solution are added. The reaction mixture is heated under reflux and with stirring for 7 hours. The reaction solution is concentrated to 20% of its volume and diluted with 500 ml of water. The aqueous phase is extracted four times with a total of 500 ml of ether. The aqueous phase is cooled to 0° C. with stirrin... Starting materials: mixture, ClC=1C(=NC=C(C1Cl)Cl)C(Cl)(Cl)Cl (3,4,5-trichloro-2-trichloromethyl pyridine), ferric chloride, ClCl (chlorine). The product is ClC=1C(=NC(=C(C1Cl)Cl)Cl)C(Cl)(Cl)Cl (3,4,5,6-tetrachloro-2-trichloromethyl pyridine). Yield: 65.0%. As a reaction SMILES: [Cl:1]Cl.[Cl:3][C:4]1[C:5]([C:12]([Cl:15])([Cl:14])[Cl:13])=[N:6][CH:7]=[C:8]([Cl:11])[C:9]=1[Cl:10]>>[Cl:3][C:4]1[C:5]([C:12]([Cl:15])([Cl:13])[Cl:14])=[N:6][C:7]([Cl:1])=[C:8]([Cl:11])[C:9]=1[Cl:10]. Procedure: Summarizing Example 1, starting with fifty grams of a mixture rich in 3,4,5-trichloro-2-trichloromethyl pyridine, the analysis of which is set forth in Table One, and which contained 3% by weight ferric chloride, its chlorination with 70 grams per hour of chlorine, sparged into a 250 ml glass reactor at 200° C. for 5 hours, resulted in a product the analysis of which is set forth in Table One. As will be noted, a molar yield in excess of 65% of 3,4,5,6-tetrachloro-2-trichloromethyl pyridine base... Starting materials: C(C)(=O)OC=1C(=CC=2NC3=CC=C(C=C3SC2C1Br)OC)OC (3-acetoxy-4-bromo-2,7-dimethoxy-10H-phenothiazine), ClC=1C=C(C(=O)OO)C=CC1 (m-chloro peroxybenzoic acid). The solvent is ClCCl (dichloromethane), CO (methanol). Run at time 1 hour. The product is C(C)(=O)OC=1C(=CC=2NC3=CC=C(C=C3S(C2C1Br)=O)OC)OC (3-acetoxy-4-bromo-2,7-dimethoxy-10H-phenothiazine-5-oxide). Isolated yield 74.0%. Reaction SMILES: [C:1]([O:4][C:5]1[C:6]([O:22][CH3:23])=[CH:7][C:8]2[NH:9][C:10]3[C:15]([S:16][C:17]=2[C:18]=1[Br:19])=[CH:14][C:13]([O:20][CH3:21])=[CH:12][CH:11]=3)(=[O:3])[CH3:2].ClC1C=C(C=CC=1)C(OO)=[O:29]>ClCCl.CO>[C:1]([O:4][C:5]1[C:6]([O:22][CH3:23])=[CH:7][C:8]2[NH:9][C:10]3[C:15]([S:16](=[O:29])[C:17]=2[C:18]=1[Br:19])=[CH:14][C:13]([O:20][CH3:21])=[CH:12][CH:11]=3)(=[O:3])[CH3:2]. Reported procedure: To a solution of 3-acetoxy-4-bromo-2,7-dimethoxy-10H-phenothiazine (10.0 g) in dichloromethane (125 ml) and methanol (125 ml) there was added at room temperature 85% m-chloro peroxybenzoic acid (4.36 g). The mixture was stirred for one hour and the solid was filtered and washed with ether. This crude product was stirred at room temperature in dichloromethane (50 ml) overnight and filtered again to afford pure title product (7.7g). m.p.: 243°-247° C. (dec). The reactants are CS(=O)(=O)C1=CC=C(C=C1)C1=CC(=CC=C1)C#N (4′-(methylsulfonyl)biphenyl-3-carbonitrile), C(C(C)C)=O (Isobutyraldehyde), [Cl-].[NH4+] (ammonium chloride), Example 102, C(CCC)[Li] (n-butyllithium). Solvent: C1CCOC1 (THF). Run at temperature -78 celsius, time 1 hour. Yields the product OC(CS(=O)(=O)C1=CC=C(C=C1)C1=CC(=CC=C1)C#N)C(C)C (4′-[(2-hydroxy-3-methylbutyl)sulfonyl]biphenyl-3-carbonitrile). The yield is 65.0%. Reaction SMILES: [CH3:1][S:2]([C:5]1[CH:10]=[CH:9][C:8]([C:11]2[CH:16]=[CH:15][CH:14]=[C:13]([C:17]#[N:18])[CH:12]=2)=[CH:7][CH:6]=1)(=[O:4])=[O:3].C([Li])CCC.[CH:24](=[O:28])[CH:25]([CH3:27])[CH3:26].[Cl-].[NH4+]>C1COCC1>[OH:28][CH:24]([CH:25]([CH3:27])[CH3:26])[CH2:1][S:2]([C:5]1[CH:6]=[CH:7][C:8]([C:11]2[CH:16]=[CH:15][CH:14]=[C:13]([C:17]#[N:18])[CH:12]=2)=[CH:9][CH:10]=1)(=[O:3])=[O:4] |f:3.4|. Procedure details: To a solution of 4′-(methylsulfonyl)biphenyl-3-carbonitrile obtained in Reference Example 102 (2.00 g, 7.77 mmol) in THF (40 mL) was added dropwise n-butyllithium (1.6M hexane solution, 5.34 mL, 8.55 mmol) at −78° C., and the mixture was stirred at −78° C. for 1 hr. Isobutyraldehyde (1.06 mL, 11.7 mmol) was added to this solution at −78° C., and the mixture was further stirred at −78° C. for 3 hr. Saturated aqueous ammonium chloride solution was added to the reaction mixture, and the mixture was... Starting materials: C(C)(=O)C=1OC(=CC1)C (2-acetyl 5-methyl furan), monohydrated glyoxylic acid, O (water), O (water), C(C)(=O)OCC (ethyl acetate). Product: CC1=CC=C(O1)C(/C=C/C(=O)O)=O (Trans 4-(5-methyl-2-furyl)-4-oxo-2-butenoic Acid). Reaction SMILES: [C:1]([C:4]1[O:5][C:6]([CH3:9])=[CH:7][CH:8]=1)(=[O:3])[CH3:2].O.[C:11]([O:14]CC)(=[O:13])[CH3:12]>>[CH3:9][C:6]1[O:5][C:4]([C:1](=[O:3])/[CH:2]=[CH:12]/[C:11]([OH:14])=[O:13])=[CH:8][CH:7]=1. Procedure details: 10 g of 2-acetyl 5-methyl furan (J. Am. Chem. Soc., 72 3695 (1950)), 7.4 g monohydrated glyoxylic acid and 5 cm3 water are heated to 120°-130° C. for 5 hours, while eliminating the water formed in the course of the reaction. After cooling, 60 cm3 ethyl acetate are added and extracted with a solution of sodium carbonate. The aqueous phase is acidified, extracted with ethyl acetate, dried, and concentrated to dryness. The residue is chromtographed on silica, then, the product is recrystallized in ... Starting materials: C=O, O=C(c1cc2ccccc2[nH]1)N1CC2CC1CN2, CC(Cl)Cl, Cl. The product is CN1CC2CC1CN2C(=O)c1cc2ccccc2[nH]1. As a reaction SMILES: [CH2:20]=[O:21].[CH:2]12[N:3]([C:9](=[O:10])[c:11]3[nH:12][c:13]4[cH:14][cH:15][cH:16][cH:17][c:18]4[cH:19]3)[CH2:4][CH:5]([NH:6][CH2:7]1)[CH2:8]2.[Cl:22][CH:23]([Cl:24])[CH3:25].[ClH:1]>>[CH:2]12[N:3]([C:9](=[O:10])[c:11]3[nH:12][c:13]4[cH:14][cH:15][cH:16][cH:17][c:18]4[cH:19]3)[CH2:4][CH:5]([N:6]([CH3:20])[CH2:7]1)[CH2:8]2. Reaction SMILES: [Br:11][CH2:12][CH:13]1[CH2:14][CH2:15][CH2:16][CH2:17][O:18]1.[CH3:1][S:2][c:3]1[cH:4][cH:5][c:6]([CH2:7][Br:8])[cH:9][cH:10]1.[NH:19]1[C:20](=[O:39])[C:21]2([CH2:22][O:23][c:24]3[c:25]2[cH:26][c:27]2[c:28]([cH:32]3)[O:29][CH2:30][O:31]2)[c:33]2[cH:34][cH:35][cH:36][cH:37][c:38]21.[NH:40]1[c:41]2[c:42]([cH:43][cH:44][cH:45][cH:46]2)[C:47]2([CH2:48][O:49][c:50]3[cH:51][c:52]4[c:53]([cH:54][c:55]32)[CH2:56][CH2:57][O:58]4)[C:59]1=[O:60]>>[CH3:1][S:2][c:3]1[cH:4][cH:5][c:6]([CH2:7][N:19]2[C:20](=[O:39])[C:21]3([CH2:22][O:23][c:24]4[c:25]3[cH:26][c:27]3[c:28]([cH:32]4)[O:29][CH2:30][O:31]3)[c:33]3[cH:34][cH:35][cH:36][cH:37][c:38]32)[cH:9][cH:10]1. Reactants: BrCC1CCCCO1, CSc1ccc(CBr)cc1, O=C1Nc2ccccc2C12COc1cc3c(cc12)OCO3, O=C1Nc2ccccc2C12COc1cc3c(cc12)CCO3. The product is CSc1ccc(CN2C(=O)C3(COc4cc5c(cc43)OCO5)c3ccccc32)cc1.